From a dataset of the Open Reaction Database (ORD), a public repository of structured organic reaction records. describe an organic reaction: reactants, conditions, products, and yield The reactants are Cl (Hydrogen chloride), O1N=C(N=C1)C1=CC=C(C=C1)[C@@H]1N(CCN(C1)C(=O)OC(C)(C)C)C(=O)OC(C)(C)C (di-tert-butyl (2S)-2-(4-([1,2,4]oxadiazol-3-yl)phenyl)piperazine-1,4-dicarboxylate). Solvent: C(C)(=O)OCC (ethyl acetate), CO (methanol). Run at time 1 hour. The product is Cl.Cl.O1N=C(N=C1)C1=CC=C(C=C1)[C@@H]1NCCNC1 ((2S)-2-(4-([1,2,4]oxadiazol-3-yl)phenyl)piperazine dihydrochloride). Yield: 95.0%. As a reaction SMILES: [ClH:1].[O:2]1[CH:6]=[N:5][C:4]([C:7]2[CH:12]=[CH:11][C:10]([C@H:13]3[CH2:18][N:17](C(OC(C)(C)C)=O)[CH2:16][CH2:15][N:14]3C(OC(C)(C)C)=O)=[CH:9][CH:8]=2)=[N:3]1>C(OCC)(=O)C.CO>[ClH:1].[ClH:1].[O:2]1[CH:6]=[N:5][C:4]([C:7]2[CH:12]=[CH:11][C:10]([C@H:13]3[CH2:18][NH:17][CH2:16][CH2:15][NH:14]3)=[CH:9][CH:8]=2)=[N:3]1 |f:4.5.6|. Reported procedure: Hydroxylamine hydrochloride (1.3 g, 20.2 mmol) and sodium carbonate (3.4 g, 32.1 mmol) were added to a solution of di-tert-butyl (2S)-2-(4-cyanophenyl)piperazine-1,4-dicarboxylate (2.5 g, 6.45 mmol) in ethanol (15 ml) and water (15 ml) at the room temperature and the solution was stirred at 80° C. for 2 hours. The mixture was partitioned between water and chloroform. The organic layer was washed with brine, dried over magnesium sulfate and concentrated in vacuo. Triethyl orthoformate (9.6 g, 64....